This data is from the Open Reaction Database (ORD), a public repository of structured organic reaction records. The task is: describe an organic reaction: reactants, conditions, products, and yield Starting materials: Cc1cccc(C=NNc2cc(N3CCOCC3)n3nc(OCc4ccccc4)cc3n2)c1, ClCCl, CO, [H][H]. Yields the product Cc1cccc(C=NNc2cc(N3CCOCC3)n3nc(O)cc3n2)c1. Reaction SMILES: [CH2:1]([c:2]1[cH:3][cH:4][cH:5][cH:6][cH:7]1)[O:8][c:9]1[n:10][n:11]2[c:12]([n:13][c:14]([NH:23][N:24]=[CH:25][c:26]3[cH:27][c:28]([CH3:32])[cH:29][cH:30][cH:31]3)[cH:15][c:16]2[N:17]2[CH2:18][CH2:19][O:20][CH2:21][CH2:22]2)[cH:33]1.[CH2:36]([Cl:37])[Cl:38].[CH3:39][OH:40].[H:34][H:35]>>[OH:8][c:9]1[n:10][n:11]2[c:12]([n:13][c:14]([NH:23][N:24]=[CH:25][c:26]3[cH:27][c:28]([CH3:32])[cH:29][cH:30][cH:31]3)[cH:15][c:16]2[N:17]2[CH2:18][CH2:19][O:20][CH2:21][CH2:22]2)[cH:33]1. Starting materials: NC1=CC=C(C=C1)C(C(CNC(C1=CC=CC=C1)=O)N1CCC(CC1)CC1=CC=CC=C1)O (1-(p-amino-phenyl)-2-(4-benzylpiperidin-1-yl)-3-benzoylaminopropan-1-ol), C(#N)[S-].[K+] (KSCN), BrBr (Br2). Solvent: C(C)(=O)O (acetic acid), C(C)(=O)O (acetic acid). Run at time 2 hour. Product: C(C1=CC=CC=C1)(=O)NCC(C(C1=CC2=C(N=C(S2)N)C=C1)O)N1CCC(CC1)CC1=CC=CC=C1 (1-Benzoylaminomethyl-1-(4-benzylpiperidin-1-yl)-2-hydroxy-2-(2-aminobenzothiazol-6-yl)-ethane). As a reaction SMILES: [NH2:1][C:2]1[CH:7]=[CH:6][C:5]([CH:8]([OH:33])[CH:9]([N:20]2[CH2:25][CH2:24][CH:23]([CH2:26][C:27]3[CH:32]=[CH:31][CH:30]=[CH:29][CH:28]=3)[CH2:22][CH2:21]2)[CH2:10][NH:11][C:12](=[O:19])[C:13]2[CH:18]=[CH:17][CH:16]=[CH:15][CH:14]=2)=[CH:4][CH:3]=1.[C:34]([S-:36])#[N:35].[K+].BrBr>C(O)(=O)C>[C:12]([NH:11][CH2:10][CH:9]([N:20]1[CH2:25][CH2:24][CH:23]([CH2:26][C:27]2[CH:28]=[CH:29][CH:30]=[CH:31][CH:32]=2)[CH2:22][CH2:21]1)[CH:8]([OH:33])[C:5]1[CH:4]=[CH:3][C:2]2[N:1]=[C:34]([NH2:35])[S:36][C:7]=2[CH:6]=1)(=[O:19])[C:13]1[CH:18]=[CH:17][CH:16]=[CH:15][CH:14]=1 |f:1.2|. Procedure details: To a stirred solution of 5.3 g of (+) threo 1-(p-amino-phenyl)-2-(4-benzylpiperidin-1-yl)-3-benzoylaminopropan-1-ol and 4.6 g of KSCN in 100 ml of glacial acetic acid was added dropwise a solution of 1.95 g of Br2 in 25 ml of glacial acetic acid at room temperature. After stirring for 2 h., the yellow sospension was filtered and the solution was poured into 100 ml of concentrated ammonium solution. The cloudy basic solution was extracted with ethyl acetate dried and evaporated. The residue was c... The reactants are CC(C=CCC(C)CCCC(C)(C)C)=CC(=O)O, [Cl-], [Li]CC, [NH4+], c1ccccc1. Yields the product CCC(=O)C=C(C)C=CCC(C)CCCC(C)(C)C. As a reaction SMILES: [CH3:4][C:5](=[CH:6][C:7](=[O:8])[OH:9])[CH:10]=[CH:11][CH2:12][CH:13]([CH2:14][CH2:15][CH2:16][C:17]([CH3:18])([CH3:19])[CH3:20])[CH3:21].[Cl-:22].[Li:1][CH2:2][CH3:3].[NH4+:23].[cH:24]1[cH:25][cH:26][cH:27][cH:28][cH:29]1>>[CH2:2]([CH3:3])[C:7]([CH:6]=[C:5]([CH3:4])[CH:10]=[CH:11][CH2:12][CH:13]([CH2:14][CH2:15][CH2:16][C:17]([CH3:18])([CH3:19])[CH3:20])[CH3:21])=[O:9]. The reactants are ClC1=C(C=C(N)C=C1)C (4-chloro-3-methyl aniline), C(#CC(=O)OC)C(=O)OC (dimethyl acetylenedicarboxylate). Solvent: CO (MeOH). Reaction conditions: time 30 minute. Product: COC(=O)C1=NC2=CC(=C(C=C2C(C1)=O)Cl)C (2-methoxycarbonyl-6-chloro-7-methyl-4-oxoquinoline). Isolated yield 81.7%. As a reaction SMILES: [Cl:1][C:2]1[CH:8]=[CH:7][C:5]([NH2:6])=[CH:4][C:3]=1[CH3:9].[C:10]([C:16](OC)=[O:17])#[C:11][C:12]([O:14][CH3:15])=[O:13]>CO>[CH3:15][O:14][C:12]([C:11]1[CH2:10][C:16](=[O:17])[C:7]2[C:5](=[CH:4][C:3]([CH3:9])=[C:2]([Cl:1])[CH:8]=2)[N:6]=1)=[O:13]. Procedure details: Alternatively, to a solution of 4-chloro-3-methyl aniline (20.0 g, 0.141 mol) in MeOH (400 mL) was added drop-wise dimethyl acetylenedicarboxylate (21.07 g, 0.148 mol). The reaction mixture was stirred at ambient temperature for 30 minutes. The solvent was removed by evaporation and the residue was added to stirred diphenyl ether (300 mL), which has been preheated to 250° C. After 30 minutes, the mixture was cooled to ambient temperature and the resulting precipitate was collected and washed wit... Starting materials: OCC1(C(NCCC1)=O)N (3-hydroxymethyl-3-amino-2-piperidone), S(=O)(Cl)Cl (thionyl chloride), S(=O)(Cl)Cl (thionyl chloride), C(Cl)(Cl)Cl (chloroform). Run in CN(C=O)C (dimethylformamide). Conditions: temperature 80 celsius, time 24 hour. The product is Cl.NC1(C(NCCC1)=O)CCl (3-amino-3-chloromethyl-2-piperidone hydrochloride). As a reaction SMILES: O[CH2:2][C:3]1([NH2:10])[CH2:8][CH2:7][CH2:6][NH:5][C:4]1=[O:9].S(Cl)([Cl:13])=O.C(Cl)(Cl)[Cl:16]>CN(C)C=O>[ClH:13].[NH2:10][C:3]1([CH2:2][Cl:16])[CH2:8][CH2:7][CH2:6][NH:5][C:4]1=[O:9] |f:4.5|. Procedure details: To a solution of 3-hydroxymethyl-3-amino-2-piperidone (7 g or 0.049 mol) in anhydrous dimethylformamide (50 ml) is added one equivalent of thionyl chloride (3.6 ml). The reaction mixture is stirred at 80° C. under nitrogen. After 24 hours, another equivalent of thionyl chloride (3.6 ml) is added and stirring is continued for 2 hours. Then the solvent is stripped off under reduced pressure. Trituration of the semi-solid residue with chloroform (2×30 ml) leaves 2.1 g of crystalline analytically pu... The reactants are BrC1=CN(C2=NC(=CC=C21)OCC2=NC=CC=C2)C (3-bromo-1-methyl-6-(pyridin-2-ylmethoxy)-1H-pyrrolo[2,3-b]pyridine), O=C1CN(CCN1)C(=O)OCC (Ethyl 3-oxo-piperazine-1-carboxylate), P(=O)([O-])([O-])[O-].[K+].[K+].[K+] (potassium phosphate), CNCCNC (N,N′-dimethylethane-1,2-diamine), CNCCNC (N,N′-dimethylethane-1,2-diamine), BrC1=CN(C2=NC(=CC=C21)OCC2=NC=CC=C2)C (3-bromo-1-methyl-6-(pyridin-2-ylmethoxy)-1H-pyrrolo[2,3-b]pyridine). Reagents/catalysts: [Cu]I (copper(I) iodide), [Cu]I (copper(I) iodide). Run in O1CCOCC1 (1,4-dioxane), O (water). Conditions: temperature 100 celsius, time 20 hour. Yields the product CN1C=C(C=2C1=NC(=CC2)OCC2=NC=CC=C2)N2C(CN(CC2)C(=O)OCC)=O (ethyl 4-[1-methyl-6-(pyridin-2-ylmethoxy)-1H-pyrrolo[2,3-b]pyridin-3-yl]-3-oxopiperazine-1-carboxylate). Isolated yield 45.5%. Reaction SMILES: [O:1]=[C:2]1[NH:7][CH2:6][CH2:5][N:4]([C:8]([O:10][CH2:11][CH3:12])=[O:9])[CH2:3]1.P([O-])([O-])([O-])=O.[K+].[K+].[K+].Br[C:22]1[C:30]2[C:25](=[N:26][C:27]([O:31][CH2:32][C:33]3[CH:38]=[CH:37][CH:36]=[CH:35][N:34]=3)=[CH:28][CH:29]=2)[N:24]([CH3:39])[CH:23]=1.CNCCNC>O1CCOCC1.[Cu]I.O>[CH3:39][N:24]1[C:25]2=[N:26][C:27]([O:31][CH2:32][C:33]3[CH:38]=[CH:37][CH:36]=[CH:35][N:34]=3)=[CH:28][CH:29]=[C:30]2[C:22]([N:7]2[CH2:6][CH2:5][N:4]([C:8]([O:10][CH2:11][CH3:12])=[O:9])[CH2:3][C:2]2=[O:1])=[CH:23]1 |f:1.2.3.4|. Procedure: Ethyl 3-oxo-piperazine-1-carboxylate (161.4 g, 937.2 mmol), copper(I) iodide (27.65 g, 145.20 mmol) and potassium phosphate (tribasic, n-hydrate) (205.1 g, 937.2 mmol) is charged into a glass reactor at room temperature under nitrogen. A solution of 3-bromo-1-methyl-6-(pyridin-2-ylmethoxy)-1H-pyrrolo[2,3-b]pyridine (210 g, 660.0 mmol) in 1,4-dioxane (2.73 L) is added, followed by N,N′-dimethylethane-1,2-diamine (24.34 g; 270.6 mmol). The reaction mixture is heated to 100° C. and stirred for 20 h... Reactants: BrC(C(C1=CC=C(OC)C=C1)=O)C1=CC=C(OC)C=C1 (α-bromodeoxy-p-anisoin), C1=NC=CC2=CC=CC=C12 (isoquinoline), CCOCC (ether). Run in C(Cl)(Cl)Cl (chloroform), C(Cl)(Cl)Cl (chloroform). Reaction conditions: time 30 minute. The product is [Br-].COC1=CC=C(C=C1)C(=O)C(C1=CC=C(C=C1)OC)C1=[NH+]C=CC2=CC=CC=C12 ((4,4'-dimethoxydesyl)isoquinolinium bromide). RXN SMILES: [Br:1][CH:2]([C:13]1[CH:20]=[CH:19][C:16]([O:17][CH3:18])=[CH:15][CH:14]=1)[C:3](=[O:12])[C:4]1[CH:11]=[CH:10][C:7]([O:8][CH3:9])=[CH:6][CH:5]=1.CCOCC.[CH:26]1[C:35]2[C:30](=[CH:31][CH:32]=[CH:33][CH:34]=2)[CH:29]=[CH:28][N:27]=1>C(Cl)(Cl)Cl>[Br-:1].[CH3:9][O:8][C:7]1[CH:10]=[CH:11][C:4]([C:3]([CH:2]([C:26]2[C:35]3[C:30](=[CH:31][CH:32]=[CH:33][CH:34]=3)[CH:29]=[CH:28][NH+:27]=2)[C:13]2[CH:20]=[CH:19][C:16]([O:17][CH3:18])=[CH:15][CH:14]=2)=[O:12])=[CH:5][CH:6]=1 |f:4.5|. Procedure details: A solution of α-bromodeoxy-p-anisoin (12 g) in isoquinoline (12 g) was heated in an oil bath at 160°0 for 10 minutes. The cooled reaction mixture was taken up in chloroform (50 ml), and the chloroform solution added dropwise, with stirring, to ether (600 ml). The suspension was stirred for 30 minutes, and the solid filtered off, washed well with ether and dried. Yield 18.0 g. The reactants are BrCCCBr, O=C([O-])[O-], COC(=O)Cc1ccc(O)cc1, [Cs+], [Cs+]. Yields the product COC(=O)Cc1ccc(OCCCBr)cc1. As a reaction SMILES: [Br:13][CH2:14][CH2:15][CH2:16][Br:17].[C:18](=[O:19])([O-:20])[O-:21].[CH3:1][O:2][C:3]([CH2:4][c:5]1[cH:6][cH:7][c:8]([OH:11])[cH:9][cH:10]1)=[O:12].[Cs+:22].[Cs+:23]>>[CH3:1][O:2][C:3]([CH2:4][c:5]1[cH:6][cH:7][c:8]([O:11][CH2:16][CH2:15][CH2:14][Br:13])[cH:9][cH:10]1)=[O:12]. Reactants: C(CCC)OC(=O)C=1N=C(C2=CC=C(C=C2C1O)OC1=CC2=C(OCO2)C=C1)Br (6-(benzo[1,3]dioxol-5-yloxy)-1-bromo-4-hydroxy-isoquinoline-3-carboxylic acid butyl ester), C(#N)[Cu] (CuCN). Yields the product C(CCC)OC(=O)C=1N=C(C2=CC=C(C=C2C1O)OC1=CC2=C(OCO2)C=C1)C#N (6-(Benzo[1,3]dioxol-5-yloxy)-1-cyano-4-hydroxy-isoquinoline-3-carboxylic acid butyl ester). RXN SMILES: [CH2:1]([O:5][C:6]([C:8]1[N:9]=[C:10](Br)[C:11]2[C:16]([C:17]=1[OH:18])=[CH:15][C:14]([O:19][C:20]1[CH:28]=[CH:27][C:23]3[O:24][CH2:25][O:26][C:22]=3[CH:21]=1)=[CH:13][CH:12]=2)=[O:7])[CH2:2][CH2:3][CH3:4].[C:30]([Cu])#[N:31]>>[CH2:1]([O:5][C:6]([C:8]1[N:9]=[C:10]([C:30]#[N:31])[C:11]2[C:16]([C:17]=1[OH:18])=[CH:15][C:14]([O:19][C:20]1[CH:28]=[CH:27][C:23]3[O:24][CH2:25][O:26][C:22]=3[CH:21]=1)=[CH:13][CH:12]=2)=[O:7])[CH2:2][CH2:3][CH3:4]. Reported procedure: Prepared in analogy to example 31g from 6-(benzo[1,3]dioxol-5-yloxy)-1-bromo-4-hydroxy-isoquinoline-3-carboxylic acid butyl ester and CuCN. ESI MS (m/z): 407 (M+H)+. Reactants: O(C1=CC=CC=C1)C=1C=C(OC2=NC=CC=C2C#N)C=CC1 (2-(3-phenoxyphenoxy)-3-cyanopyridine), C(=O)O (formic acid). Reagents/catalysts: [Ni] (Raney nickel). Solvent: O (water). The product is O(C1=CC=CC=C1)C=1C=C(OC2=NC=CC=C2C=O)C=CC1 (2-(3-phenoxyphenoxy)-3-formylpyridine). As a reaction SMILES: [O:1]([C:8]1[CH:9]=[C:10]([CH:20]=[CH:21][CH:22]=1)[O:11][C:12]1[C:17]([C:18]#N)=[CH:16][CH:15]=[CH:14][N:13]=1)[C:2]1[CH:7]=[CH:6][CH:5]=[CH:4][CH:3]=1.C(O)=[O:24]>[Ni].O>[O:1]([C:8]1[CH:9]=[C:10]([CH:20]=[CH:21][CH:22]=1)[O:11][C:12]1[C:17]([CH:18]=[O:24])=[CH:16][CH:15]=[CH:14][N:13]=1)[C:2]1[CH:7]=[CH:6][CH:5]=[CH:4][CH:3]=1. Procedure details: Crude 2-(3-phenoxyphenoxy)-3-cyanopyridine (15 g) was stirred with Raney nickel alloy (15 g, 50:50) in refluxing 75% formic acid (200 ml) for 2 hours. The reaction mixture was diluted with water and then extracted repeatedly with ether. The combined ether extracts were dried, filtered and evaporated to give an orange oil. Filtration through a plug of silica (eluent hexane-ether, 1:1) afforded 2-(3-phenoxyphenoxy)-3-formylpyridine (3.03 g), infrared max. 1685 cm-1.